From a dataset of the Open Reaction Database (ORD), a public repository of structured organic reaction records. describe an organic reaction: reactants, conditions, products, and yield Reactants: OC=1C=CC2=C(C=C(CCS2(=O)=O)C(=O)OC)C1 (methyl 7-hydroxy-1,1-dioxo-2,3-dihydro-1-benzothiepine-4-carboxylate), N1=CC(=CC=C1)CO (3-pyridinemethanol), C1(=CC=CC=C1)P(C1=CC=CC=C1)C1=CC=CC=C1 (triphenylphosphine), N(=NC(=O)OCC)C(=O)OCC (diethyl azodicarboxylate), solution. Solvent: C1CCOC1 (THF), C1(=CC=CC=C1)C (toluene). Run at time 20 hour. Product: N1=CC(=CC=C1)COC=1C=CC2=C(C=C(CCS2(=O)=O)C(=O)OC)C1 (methyl 7-(3-pyridylmethoxy)-1,1-dioxo-2,3-dihydro-1-benzothiepine-4-carboxylate). Yield: 103.6%. RXN SMILES: [OH:1][C:2]1[CH:3]=[CH:4][C:5]2[S:11](=[O:13])(=[O:12])[CH2:10][CH2:9][C:8]([C:14]([O:16][CH3:17])=[O:15])=[CH:7][C:6]=2[CH:18]=1.[N:19]1[CH:24]=[CH:23][CH:22]=[C:21]([CH2:25]O)[CH:20]=1.C1(P(C2C=CC=CC=2)C2C=CC=CC=2)C=CC=CC=1.N(C(OCC)=O)=NC(OCC)=O>C1COCC1.C1(C)C=CC=CC=1>[N:19]1[CH:24]=[CH:23][CH:22]=[C:21]([CH2:25][O:1][C:2]2[CH:3]=[CH:4][C:5]3[S:11](=[O:13])(=[O:12])[CH2:10][CH2:9][C:8]([C:14]([O:16][CH3:17])=[O:15])=[CH:7][C:6]=3[CH:18]=2)[CH:20]=1. Reported procedure: Into a solution of methyl 7-hydroxy-1,1-dioxo-2,3-dihydro-1-benzothiepine-4-carboxylate (500 mg), 3-pyridinemethanol (405 mg) and triphenylphosphine (0.98 g) in THF (10 ml) was added at 0° C. diethyl azodicarboxylate (a 40% solution in toluene) (1.62 g), and the resulting mixture was stirred at room temperature for 20 hours. After concentration under reduced pressure, the residue was subjected to separation and purification using column chromatography (ethyl acetate) to obtain methyl 7-(3-pyridy... The reactants are BrC\C=C/CCCC(=O)OC (Methyl cis-7-Bromo-5-heptenoate), [Na+].[I-] (NaI). Solvent: CC(=O)C (acetone). Conditions: time 5 minute. Yields the product IC\C=C/CCCC(=O)OC (Methyl cis-7-Iodo-5-heptenoate). Isolated yield 100.4%. RXN SMILES: Br[CH2:2]/[CH:3]=[CH:4]\[CH2:5][CH2:6][CH2:7][C:8]([O:10][CH3:11])=[O:9].[Na+].[I-:13]>CC(C)=O>[I:13][CH2:2]/[CH:3]=[CH:4]\[CH2:5][CH2:6][CH2:7][C:8]([O:10][CH3:11])=[O:9] |f:1.2|. Procedure details: To a solution of bromide 40 (0.29 g, 1.30 mmol) in dry acetone (10 mL) was added NaI (0.26 g, 1.70 mmol). The reaction mixture was stirred for 5 min, filtered, and poured into Et2O (50 mL) and water (20 mL). The ether layer was separated, washed with three 20-mL portions of water, dried over Na2SO4, and concentrated by rotary evaporation to yield the iodide 34 (0.35 g, 100%). The iodide was used immediately without further purification. If the reaction mixture was stirred for longer than 5 min, ...